This data is from the Open Reaction Database (ORD), a public repository of structured organic reaction records. The task is: describe an organic reaction: reactants, conditions, products, and yield The reactants are C(C1=CC=CC=C1)(=O)OC1C(CN(CC1)CC(CC#N)N1N=CC(=C1)C=1C2=C(N=CN1)N(C=C2)COCC[Si](C)(C)C)F (1-{3-cyano-2-[4-(7-{[2-(trimethylsilyl)ethoxy]methyl}-7H-pyrrolo[2,3-d]pyrimidin-4-yl)-1H-pyrazol-1-yl]propyl}-3-fluoropiperidin-4-yl benzoate), [OH-].[Li+] (lithium hydroxide), C(C)#N (acetonitrile). Run in O (water), C(C)(=O)OCC (ethyl acetate), O (water). Conditions: time 8 hour. Product: C(#N)CC(CN1CC(C(CC1)OC=1C=C(C#N)C=C(C1)F)F)N1N=CC(=C1)C=1C2=C(N=CN1)NC=C2 (3-[(1-{3-Cyano-2-[4-(7H-pyrrolo[2,3-d]pyrimidin-4-yl)-1H-pyrazol-1-yl]propyl}-3-fluoropiperidin-4-yl)oxy]-5-fluorobenzonitrile). Isolated yield 100.0%. As a reaction SMILES: C([O:9][CH:10]1[CH2:15][CH2:14][N:13]([CH2:16][CH:17]([N:21]2[CH:25]=[C:24]([C:26]3[C:27]4[CH:34]=[CH:33][N:32](COCC[Si](C)(C)C)[C:28]=4[N:29]=[CH:30][N:31]=3)[CH:23]=[N:22]2)[CH2:18][C:19]#[N:20])[CH2:12][CH:11]1[F:43])(=O)C1C=CC=CC=1.[OH-].[Li+].[C:46](#[N:48])[CH3:47]>O.C(OCC)(=O)C>[C:19]([CH2:18][CH:17]([N:21]1[CH:25]=[C:24]([C:26]2[C:27]3[CH:34]=[CH:33][NH:32][C:28]=3[N:29]=[CH:30][N:31]=2)[CH:23]=[N:22]1)[CH2:16][N:13]1[CH2:14][CH2:15][CH:10]([O:9][C:15]2[CH:14]=[C:47]([CH:12]=[C:11]([F:43])[CH:10]=2)[C:46]#[N:48])[CH:11]([F:43])[CH2:12]1)#[N:20] |f:1.2|. Procedure details: To a solution of 1-{3-cyano-2-[4-(7-{[2-(trimethylsilyl)ethoxy]methyl}-7H-pyrrolo[2,3-d]pyrimidin-4-yl)-1H-pyrazol-1-yl]propyl}-3-fluoropiperidin-4-yl benzoate (0.389 g, 0.644 mmol) (diastereomer 2) in acetonitrile (2.0 mL) and water (1.0 mL) was added lithium hydroxide (30.8 mg, 1.29 mmol). The reaction solution was stirred at room temperature overnight. The reaction solution was diluted with ethyl acetate and water. The aqueous layer was extracted with ethyl acetate. The combined organic layer... The reactants are COC(=O)c1ccc(Cl)cc1NC(=O)Oc1ccccc1, NS(=O)(=O)c1cccnc1. Yields the product COC(=O)c1ccc(Cl)cc1NC(=O)NS(=O)(=O)c1cccnc1. RXN SMILES: [Cl:1][c:2]1[cH:3][c:4]([NH:12][C:13]([O:15][c:14]2[cH:16][cH:17][cH:18][cH:19][cH:20]2)=[O:21])[c:5]([C:6](=[O:7])[O:8][CH3:9])[cH:10][cH:11]1.[n:22]1[cH:23][c:24]([S:28](=[O:29])(=[O:30])[NH2:31])[cH:25][cH:26][cH:27]1>>[Cl:1][c:2]1[cH:3][c:4]([NH:12][C:13](=[O:15])[NH:31][S:28]([c:24]2[cH:23][n:22][cH:27][cH:26][cH:25]2)(=[O:29])=[O:30])[c:5]([C:6](=[O:7])[O:8][CH3:9])[cH:10][cH:11]1. Starting materials: CN (methylamine), FC(CCCCCCC1=C(S(=O)(=O)[O-])C=CC(=C1)C)(C(F)(F)F)F (7,7,8,8,8-pentafluor-octyltosylate), CN (methylamine). Run in O1CCCC1 (tetrahydrofuran). Run at time 8 hour. The product is CNCCCCCCC(C(F)(F)F)(F)F (methyl-(7,7,8,8,8-pentafluor-octyl)-amine). Yield: 87.2%. RXN SMILES: [CH3:1][NH2:2].[F:3][C:4]([F:26])([C:22]([F:25])([F:24])[F:23])[CH2:5][CH2:6][CH2:7][CH2:8][CH2:9][CH2:10]C1C=C(C)C=CC=1S([O-])(=O)=O>O1CCCC1>[CH3:1][NH:2][CH2:10][CH2:9][CH2:8][CH2:7][CH2:6][CH2:5][C:4]([F:26])([F:3])[C:22]([F:25])([F:24])[F:23]. Reported procedure: 4.0 g of methylamine is condensed in a solution of 2.9 g of 7,7,8,8,8-pentafluor-octyltosylate in 10 ml of absolute tetrahydrofuran at −20° C., and it is stirred overnight in a pressure vessel at room temperature. After the pressure vessel was opened at −20° C., it is allowed to come to room temperature to allow excess methylamine to evaporate off. The reaction solution is taken up in dichloromethane, washed with water, dried on magnesium sulfate and concentrated by evaporation in a vacuum. 1.58... Starting materials: O=C([O-])[O-], Cc1ccccc1, CO, COc1cccnc1Cn1c2c(c3cc(C#N)ccc31)CC(NC(=O)OC(C)C)C2, CC(C)OC(=O)Cl, Cl, [K+], [K+], [Na+], C1CCOC1, [OH-], O, c1ccncc1. The product is CC(C)OC(=O)NC1Cc2c(n(Cc3ncccc3O)c3ccc(C#N)cc23)C1. RXN SMILES: [C:38](=[O:39])([O-:40])[O-:41].[CH3:51][c:52]1[cH:53][cH:54][cH:55][cH:56][cH:57]1.[CH3:66][OH:67].[CH:1]([CH3:2])([CH3:3])[O:4][C:5]([NH:6][CH:7]1[CH2:8][c:9]2[c:10]([n:11]([CH2:20][c:21]3[n:22][cH:23][cH:24][cH:25][c:26]3[O:27][CH3:28])[c:12]3[cH:13][cH:14][c:15]([C:18]#[N:19])[cH:16][c:17]23)[CH2:29]1)=[O:30].[Cl:44][C:45]([O:46][CH:47]([CH3:48])[CH3:49])=[O:50].[ClH:31].[K+:42].[K+:43].[Na+:59].[O:60]1[CH2:61][CH2:62][CH2:63][CH2:64]1.[OH-:58].[OH2:65].[n:32]1[cH:33][cH:34][cH:35][cH:36][cH:37]1>>[CH:1]([CH3:2])([CH3:3])[O:4][C:5]([NH:6][CH:7]1[CH2:8][c:9]2[c:10]([n:11]([CH2:20][c:21]3[n:22][cH:23][cH:24][cH:25][c:26]3[OH:27])[c:12]3[cH:13][cH:14][c:15]([C:18]#[N:19])[cH:16][c:17]23)[CH2:29]1)=[O:30]. Reactants: BrC=1C(=NC(=NC1)Cl)O[C@H]1COCC1 ((R)-5-bromo-2-chloro-4-(tetrahydrofuran-3-yloxy)pyrimidine), Cl.NC1CCC(CC1)(O)C (4-amino-1-methylcyclohexanol HCl salt). The product is O1C[C@@H](CC1)OC1=NC(=NC=C1Br)NC1CCC(CC1)(O)C (4-(4-((R)-Tetrahydrofuran-3-yloxy)-5-bromopyrimidin-2-ylamino)-1-methylcyclohexanol). RXN SMILES: [Br:1][C:2]1[C:3]([O:9][C@@H:10]2[CH2:14][CH2:13][O:12][CH2:11]2)=[N:4][C:5](Cl)=[N:6][CH:7]=1.Cl.[NH2:16][CH:17]1[CH2:22][CH2:21][C:20]([CH3:24])([OH:23])[CH2:19][CH2:18]1>>[O:12]1[CH2:13][CH2:14][C@@H:10]([O:9][C:3]2[C:2]([Br:1])=[CH:7][N:6]=[C:5]([NH:16][CH:17]3[CH2:22][CH2:21][C:20]([CH3:24])([OH:23])[CH2:19][CH2:18]3)[N:4]=2)[CH2:11]1 |f:1.2|. Procedure details: Using the procedure of Example 78, Step 2, (R)-5-bromo-2-chloro-4-(tetrahydrofuran-3-yloxy)pyrimidine was reacted with 4-amino-1-methylcyclohexanol HCl salt to provide the title compound. MS (ESI) m/z: Found: 372 (M++1), Calc. 371 (M+).